Dataset: the Open Reaction Database (ORD), a public repository of structured organic reaction records. Task: describe an organic reaction: reactants, conditions, products, and yield The reagents and catalysts are [Pd] (Pd/C). Run in CO (methanol). Reported procedure: To a solution of N-benzyl-3-(5-ethoxy carbonyl -1,2,3-triazol-1-yl)pyrrolidine hydrochloride (2 g, 0.0061 mol) in methanol (100 ml) was added 10% Pd/C (200 mg) and concentrated HCl (1 ml). The suspension was hydrogenated at r.t. and 50 psi pressure for 20 hrs. The Pd/C was removed by filtration and the solution was concentrated. The residue was crystallized from methanol/ether to obtain crystalline white compound. Yield: 135 mg (93.29%). 1H NMR (D2O) δ: 1.42 (t, 3H), 2.52-2.86 (m, 2H), 3.65-3.75... Reaction conditions: time 20 hour. Starting materials: Cl.C(C1=CC=CC=C1)N1CC(CC1)N1N=NC=C1C(=O)OCC (N-benzyl-3-(5-ethoxy carbonyl -1,2,3-triazol-1-yl)pyrrolidine hydrochloride), Cl (HCl). RXN SMILES: [ClH:1].C([N:9]1[CH2:13][CH2:12][CH:11]([N:14]2[C:18]([C:19]([O:21][CH2:22][CH3:23])=[O:20])=[CH:17][N:16]=[N:15]2)[CH2:10]1)C1C=CC=CC=1.Cl>CO.[Pd]>[ClH:1].[CH2:22]([O:21][C:19]([C:18]1[N:14]([CH:11]2[CH2:12][CH2:13][NH:9][CH2:10]2)[N:15]=[N:16][CH:17]=1)=[O:20])[CH3:23] |f:0.1,5.6|. The product is Cl.C(C)OC(=O)C1=CN=NN1C1CNCC1 (3-(5-Ethoxy carbonyl-1,2,3-triazol-1-yl)pyrrolidine hydrochloride). Starting materials: N[C@H](C(=O)OC(C)(C)C)[C@@H](O)[C@H]1O[C@H]([C@@H]([C@@H]1O[Si](C)(C)C(C)(C)C)O[Si](C)(C)C(C)(C)C)N1C(N(C(C=C1)=O)CC1=CC=C(C=C1)OC)=O (tert-butyl (2S,3R)-2-amino-3-[(2R,3R,4R,5R)-3,4-bis{[tert-butyl-(dimethyl)silyl]oxy}-5-(3-(4-methoxybenzyl)-2,4-dioxo-3,4-dihydro-1(2H)-pyrimidinyl)-tetrahydro-2-furanyl]-3-hydroxypropanoate), C1=CC=CC=2C3=CC=CC=C3C(C12)COC(NCCCCCCCCCCC(NCCC=O)=O)=O (9H-fluoren-9-ylmethyl-11-oxo-11-[(3-oxopropyl)amino]undecyl-carbamate), C(C)(=O)O[BH-](OC(C)=O)OC(C)=O.[Na+] (sodium triacetoxyborohydride). Reagents/catalysts: C(C)(=O)O (acetic acid). The solvent is O1CCCC1 (tetrahydrofuran). Yields the product [Si](C)(C)(C(C)(C)C)O[C@@H]1C(O[C@H]([C@@H]1O[Si](C)(C)C(C)(C)C)N1C(N(C(C=C1)=O)CC1=CC=C(C=C1)OC)=O)[C@@H]([C@H](NCCCNC(CCCCCCCCCCNC(OCC1C2=CC=CC=C2C=2C=CC=CC12)=O)=O)C(=O)OC(C)(C)C)O (tert-butyl (21S)-21-[(R)-[(3R,4R,5R)-3,4-bis{[tert-butyl(dimethyl)silyl]oxy}-5-(3-(4-methoxybenzyl)-2,4-dioxo-3,4-dihydro-1(2H)-pyrimidinyl)tetrahydro-2-furanyl](hydroxy)methyl]-1-(9H-fluoren-9-yl)-3,15-dioxo-2-oxa-4,16,20-triazadocosan-22-oate). Isolated yield 64.9%. As a reaction SMILES: [NH2:1][C@@H:2]([C@H:10]([C@@H:12]1[C@@H:16]([O:17][Si:18]([C:21]([CH3:24])([CH3:23])[CH3:22])([CH3:20])[CH3:19])[C@@H:15]([O:25][Si:26]([C:29]([CH3:32])([CH3:31])[CH3:30])([CH3:28])[CH3:27])[C@H:14]([N:33]2[CH:38]=[CH:37][C:36](=[O:39])[N:35]([CH2:40][C:41]3[CH:46]=[CH:45][C:44]([O:47][CH3:48])=[CH:43][CH:42]=3)[C:34]2=[O:49])[O:13]1)[OH:11])[C:3]([O:5][C:6]([CH3:9])([CH3:8])[CH3:7])=[O:4].[CH:50]1[C:62]2[CH:61]([CH2:63][O:64][C:65](=[O:84])[NH:66][CH2:67][CH2:68][CH2:69][CH2:70][CH2:71][CH2:72][CH2:73][CH2:74][CH2:75][CH2:76][C:77](=[O:83])[NH:78][CH2:79][CH2:80][CH:81]=O)[C:60]3[C:55](=[CH:56][CH:57]=[CH:58][CH:59]=3)[C:54]=2[CH:53]=[CH:52][CH:51]=1.C(O[BH-](OC(=O)C)OC(=O)C)(=O)C.[Na+]>C(O)(=O)C.O1CCCC1>[Si:18]([O:17][C@H:16]1[C@@H:15]([O:25][Si:26]([C:29]([CH3:32])([CH3:31])[CH3:30])([CH3:27])[CH3:28])[C@H:14]([N:33]2[CH:38]=[CH:37][C:36](=[O:39])[N:35]([CH2:40][C:41]3[CH:46]=[CH:45][C:44]([O:47][CH3:48])=[CH:43][CH:42]=3)[C:34]2=[O:49])[O:13][CH:12]1[C@H:10]([OH:11])[C@@H:2]([C:3]([O:5][C:6]([CH3:7])([CH3:9])[CH3:8])=[O:4])[NH:1][CH2:81][CH2:80][CH2:79][NH:78][C:77](=[O:83])[CH2:76][CH2:75][CH2:74][CH2:73][CH2:72][CH2:71][CH2:70][CH2:69][CH2:68][CH2:67][NH:66][C:65](=[O:84])[O:64][CH2:63][CH:61]1[C:60]2[CH:59]=[CH:58][CH:57]=[CH:56][C:55]=2[C:54]2[C:62]1=[CH:50][CH:51]=[CH:52][CH:53]=2)([C:21]([CH3:22])([CH3:23])[CH3:24])([CH3:20])[CH3:19] |f:2.3|. Procedure details: By using an analogous procedure to that described for Example 1, a solution of tert-butyl (2S,3R)-2-amino-3-[(2R,3R,4R,5R)-3,4-bis{[tert-butyl-(dimethyl)silyl]oxy}-5-(3-(4-methoxybenzyl)-2,4-dioxo-3,4-dihydro-1(2H)-pyrimidinyl)-tetrahydro-2-furanyl]-3-hydroxypropanoate (125 mg, 0.173 mmol, obtained from Reference Example 6), 9H-fluoren-9-ylmethyl-11-oxo-11-[(3-oxopropyl)amino]undecyl-carbamate (99 mg, 0.208 mmol, obtained from Reference Example 30), acetic acid (2 drops) and sodium triacetoxybor... Starting materials: ClC1=CC=C(N=N1)N1CCN(CC1)C(=O)C1=C(C=CC=C1)C(F)(F)F ([4-(6-chloropyridazin-3-yl)piperazin-1-yl]-(2-trifluoromethylphenyl)methanone), C1(CC1)CCO (2-cyclopropylethanol), C1(=CC=CC=C1)CCO (2-phenylethanol). Reported procedure: Following the procedure set forth above in Example 5, only making variations using 2-cyclopropylethanol to replace 2-phenylethanol to react with [4-(6-chloropyridazin-3-yl)piperazin-1-yl]-(2-trifluoromethylphenyl)methanone, the title compound was obtained as a white solid (56 mg, 74.8% yield). 1H NMR (400 MHz, CDCl3) δ 7.72, 7.60-7.63, 7.52-7.56, 7.35, 7.03, 6.87, 4.46, 3.91-3.98, 3.55, 3.46-3.50, 3.31, 1.68, 0.79-0.84, 0.43-0.46, 0.11-−0.79. Yield: 74.8%. RXN SMILES: [CH:1]1([CH2:4][CH2:5][OH:6])[CH2:3][CH2:2]1.C1(CCO)C=CC=CC=1.Cl[C:17]1[N:22]=[N:21][C:20]([N:23]2[CH2:28][CH2:27][N:26]([C:29]([C:31]3[CH:36]=[CH:35][CH:34]=[CH:33][C:32]=3[C:37]([F:40])([F:39])[F:38])=[O:30])[CH2:25][CH2:24]2)=[CH:19][CH:18]=1>>[CH:1]1([CH2:4][CH2:5][O:6][C:17]2[N:22]=[N:21][C:20]([N:23]3[CH2:24][CH2:25][N:26]([C:29]([C:31]4[CH:36]=[CH:35][CH:34]=[CH:33][C:32]=4[C:37]([F:38])([F:40])[F:39])=[O:30])[CH2:27][CH2:28]3)=[CH:19][CH:18]=2)[CH2:3][CH2:2]1. Yields the product C1(CC1)CCOC1=CC=C(N=N1)N1CCN(CC1)C(=O)C1=C(C=CC=C1)C(F)(F)F ({4-[6-(2-CYCLOPROPYLETHOXY)PYRIDAZIN-3-YL]PIPERAZIN-1-YL}-(2-TRIFLUOROMETHYLPHENYL)METHANONE), solid. The reactants are N1([C@H](C(=O)OC(C)(C)C)C[C@@H](O)C1)C(=O)OC(C)(C)C (Boc-Hyp-OtBu), N1=CC=CC=C1 (pyridine), C1(=CC=C(C=C1)S(=O)(=O)Cl)C (p-toluenesulfonyl chloride). The solvent is C(Cl)Cl (DCM). Run at time 24 hour. The product is S(=O)(=O)(C1=CC=C(C)C=C1)OC1CC(N(C1)C(=O)OC(C)(C)C)C(=O)OC(C)(C)C (Di-tert-butyl 4-(tosyloxy)pyrrolidine-1,2-dicarboxylate). RXN SMILES: [N:1]1([C:14]([O:16][C:17]([CH3:20])([CH3:19])[CH3:18])=[O:15])[CH2:13][C@H:11]([OH:12])[CH2:10][C@H:2]1[C:3]([O:5][C:6]([CH3:9])([CH3:8])[CH3:7])=[O:4].N1C=CC=CC=1.[C:27]1([CH3:37])[CH:32]=[CH:31][C:30]([S:33](Cl)(=[O:35])=[O:34])=[CH:29][CH:28]=1>C(Cl)Cl>[S:33]([O:12][CH:11]1[CH2:13][N:1]([C:14]([O:16][C:17]([CH3:20])([CH3:19])[CH3:18])=[O:15])[CH:2]([C:3]([O:5][C:6]([CH3:7])([CH3:8])[CH3:9])=[O:4])[CH2:10]1)([C:30]1[CH:31]=[CH:32][C:27]([CH3:37])=[CH:28][CH:29]=1)(=[O:35])=[O:34]. Reported procedure: To a stirred solution of Boc-Hyp-OtBu (0.5 g, 1.74 mmol) in DCM (20 mL) were added pyridine (0.550 g, 6.96 mmol) and p-toluenesulfonyl chloride (0.663 g, 3.48 mmol) at r.t. After being stirred at r.t. for 24 h, the reaction mixture was quenched with 1M HCl and extracted with DCM. The organic layer was successively washed with 1M HCl, water, brine, dried over Na2SO4, and concentrated in vacuo. The crude product was purified by chromatography on silica gel and provided pure product, Cpd C (yellow ... Starting materials: OCC=1N(C2=NC(=CC=C2N1)OC)C (2-hydroxymethyl-5-methoxy-3-methylimidazo[5,4-b]pyridine), N(=NC(=O)N1CCCCC1)C(=O)N1CCCCC1 (1,1'-(azodicarbonyl)dipiperidine), OC1=CC=C(CC2C(N(C(S2)=O)C(C2=CC=CC=C2)(C2=CC=CC=C2)C2=CC=CC=C2)=O)C=C1 (5-(4-hydroxybenzyl) -3-triphenylmethylthiazolidine-2,4-dione), C(CCC)P(CCCC)CCCC (tributylphosphine). Run in C1(=CC=CC=C1)C (toluene). Product: COC1=CC=C2C(=N1)N(C(=N2)COC2=CC=C(CC1C(N(C(S1)=O)C(C1=CC=CC=C1)(C1=CC=CC=C1)C1=CC=CC=C1)=O)C=C2)C (5-{4-(5-Methoxy-3-methyl-3H-imidazo[4,5-b]pyridin-2-ylmethoxy) benzyl}-3-triphenylmethylthiazolidine-2,4-dione). Reaction SMILES: [OH:1][CH2:2][C:3]1[N:4]([CH3:14])[C:5]2[C:10]([N:11]=1)=[CH:9][CH:8]=[C:7]([O:12][CH3:13])[N:6]=2.O[C:16]1[CH:48]=[CH:47][C:19]([CH2:20][CH:21]2[S:25][C:24](=[O:26])[N:23]([C:27]([C:40]3[CH:45]=[CH:44][CH:43]=[CH:42][CH:41]=3)([C:34]3[CH:39]=[CH:38][CH:37]=[CH:36][CH:35]=3)[C:28]3[CH:33]=[CH:32][CH:31]=[CH:30][CH:29]=3)[C:22]2=[O:46])=[CH:18][CH:17]=1.C(P(CCCC)CCCC)CCC.N(C(N1CCCCC1)=O)=NC(N1CCCCC1)=O>C1(C)C=CC=CC=1>[CH3:13][O:12][C:7]1[N:6]=[C:5]2[N:4]([CH3:14])[C:3]([CH2:2][O:1][C:16]3[CH:48]=[CH:47][C:19]([CH2:20][CH:21]4[S:25][C:24](=[O:26])[N:23]([C:27]([C:40]5[CH:45]=[CH:44][CH:43]=[CH:42][CH:41]=5)([C:34]5[CH:35]=[CH:36][CH:37]=[CH:38][CH:39]=5)[C:28]5[CH:33]=[CH:32][CH:31]=[CH:30][CH:29]=5)[C:22]4=[O:46])=[CH:18][CH:17]=3)=[N:11][C:10]2=[CH:9][CH:8]=1. Reported procedure: A procedure similar to that described in Preparation 4 was repeated, except that 0.25 g of 2-hydroxymethyl-5-methoxy-3-methylimidazo[5,4-b]pyridine (prepared as described in Preparation 69), 0.66 g of 5-(4-hydroxybenzyl) -3-triphenylmethylthiazolidine-2,4-dione, 0.35 ml of tributylphosphine, 0.36 g of 1,1'-(azodicarbonyl)dipiperidine and 15 ml of toluene were used, to give the title compound as a crude product. This crude product was purified by column chromatography through silica gel, using a ... Starting materials: ClC1=C(C=C(C(=C1Cl)CC)Cl)S(=O)(=O)O (2,3,5-trichloro-4-ethylbenzenesulfonic acid), II (Iodine), [N+](=O)(O)[O-] (nitric acid), C(C)C1=CC=C(C=C1)S(=O)(=O)O (4-ethylbenzenesulfonic acid), ClCl (Chlorine). Run in S(O)(O)(=O)=O (sulfuric acid), O (water), O (water), S(O)(O)(=O)=O (sulfuric acid), O (water), O (water), S(O)(O)(=O)=O (sulfuric acid). Conditions: time 2 hour. Product: ClC1=C(C(=CC(=C1CC)Cl)[N+](=O)[O-])O (2,4-dichloro-3-ethyl-6-nitrophenol). As a reaction SMILES: II.C(C1C=CC(S(O)(=O)=[O:12])=CC=1)C.ClCl.Cl[C:18]1[C:23]([Cl:24])=[C:22]([CH2:25][CH3:26])[C:21]([Cl:27])=[CH:20][C:19]=1S(O)(=O)=O.[N+:32]([O-])([OH:34])=[O:33]>S(=O)(=O)(O)O.O>[Cl:24][C:23]1[C:22]([CH2:25][CH3:26])=[C:21]([Cl:27])[CH:20]=[C:19]([N+:32]([O-:34])=[O:33])[C:18]=1[OH:12]. Reported procedure: Iodine (5 parts) was dissolved in 96% sulfuric acid (1000 parts) and 4-ethylbenzenesulfonic acid (186 parts) was added thereto. Chlorine (about 235 parts) was introduced therein, while being stirred at a temperature of 40° to 60° C. Then, a 2,3,5-trichloro-4-ethylbenzenesulfonic acid content in the reaction mixture reached 78.3%. Successively, water (200 parts) was added to the reaction mixture so as to make a ratio of sulfuric acid to water 8:2, and the reaction mixture was subjected to steam d... Starting materials: OCCNC=1C=C2C(N(C(NC2=CC1C(F)(F)F)=O)NS(=O)(=O)C)=O (N-[6-(2-hydroxy-ethylamino)-2,4-dioxo-7-trifluoromethyl-1,4-dihydro-2H-quinazolin-3-yl]-methanesulfonamide), C=O (formaldehyde), C(C)(=O)O (acetic acid), O1CCCC1 (tetrahydrofuran), C=O (formaldehyde). Reagents/catalysts: [Pd] (palladium on carbon). The solvent is O (water), C(C)#N.O (acetonitril water). Product: OCCN(C=1C=C2C(N(C(NC2=CC1C(F)(F)F)=O)NS(=O)(=O)C)=O)C (N-{6-[(2-hydroxy-ethyl)-methyl-amino]-2,4-dioxo-7-trifluoromethyl-1,4-dihydro-2H-quinazolin-3-yl}-methanesulfonamide). As a reaction SMILES: [OH:1][CH2:2][CH2:3][NH:4][C:5]1[CH:6]=[C:7]2[C:12](=[CH:13][C:14]=1[C:15]([F:18])([F:17])[F:16])[NH:11][C:10](=[O:19])[N:9]([NH:20][S:21]([CH3:24])(=[O:23])=[O:22])[C:8]2=[O:25].C=O.[C:28](O)(=O)C.O1CCCC1>[Pd].C(#N)C.O.O>[OH:1][CH2:2][CH2:3][N:4]([CH3:28])[C:5]1[CH:6]=[C:7]2[C:12](=[CH:13][C:14]=1[C:15]([F:18])([F:16])[F:17])[NH:11][C:10](=[O:19])[N:9]([NH:20][S:21]([CH3:24])(=[O:22])=[O:23])[C:8]2=[O:25] |f:5.6|. Procedure: A mixture of 370 mg (0.968 mmol) of N-[6-(2-hydroxy-ethylamino)-2,4-dioxo-7-trifluoromethyl-1,4-dihydro-2H-quinazolin-3-yl]-methanesulfonamide, 0.074 ml (0.912 mmol) of formaldehyde solution (37% in water), 4 ml of acetic acid, 15 ml of tetrahydrofuran and 15 ml of water is hydrogenated in presence of 115 mg of palladium on carbon for 3 days. After day 1 and 2 another portion of formaldehyde (0.074 ml) is added. After filtration of the reaction mixture the tetrahydrofuran is evaporated and the r... Starting materials: COC(=O)C(F)(F)COCC(F)(F)Cc1c[nH]c([N+](=O)[O-])n1, NCCO, C1COCCO1. Yields the product O=C(NCCO)C(F)(F)COCC(F)(F)Cc1c[nH]c([N+](=O)[O-])n1. As a reaction SMILES: [N+:1](=[O:2])([O-:3])[c:4]1[nH:5][cH:6][c:7]([CH2:9][C:10]([CH2:11][O:12][CH2:13][C:14]([C:15]([O:17][CH3:16])=[O:18])([F:19])[F:20])([F:21])[F:22])[n:8]1.[NH2:23][CH2:24][CH2:25][OH:26].[O:27]1[CH2:28][CH2:29][O:30][CH2:31][CH2:32]1>>[N+:1](=[O:2])([O-:3])[c:4]1[nH:5][cH:6][c:7]([CH2:9][C:10]([CH2:11][O:12][CH2:13][C:14]([C:15](=[O:17])[NH:23][CH2:24][CH2:25][OH:26])([F:19])[F:20])([F:21])[F:22])[n:8]1. As a reaction SMILES: [C:1](#[N:2])[C:3]1([c:6]2[cH:7][c:8]([CH2:21][CH2:22][CH2:23][NH:24][C:25]([O:26][C:27]([CH3:28])([CH3:29])[CH3:30])=[O:31])[cH:9][c:10]([B:12]3[O:13][C:14]([CH3:15])([CH3:16])[C:17]([CH3:18])([CH3:19])[O:20]3)[cH:11]2)[CH2:4][CH2:5]1.[CH3:78][CH2:79][O:80][C:81](=[O:82])[CH3:83].[I:32][c:33]1[c:34]2[c:35]([n:36][cH:37][cH:38]1)[n:39]([C:46]([c:47]1[cH:48][cH:49][cH:50][cH:51][cH:52]1)([c:53]1[cH:54][cH:55][cH:56][cH:57][cH:58]1)[c:59]1[cH:60][cH:61][cH:62][cH:63][cH:64]1)[n:40][c:41]2[C:42]([F:43])([F:44])[F:45].[Na+:65].[Na+:66].[O-:67][C:68](=[O:69])[O-:70].[O:72]1[CH2:73][CH2:74][O:75][CH2:76][CH2:77]1.[OH2:71]>>[C:1](#[N:2])[C:3]1([c:6]2[cH:7][c:8]([CH2:21][CH2:22][CH2:23][NH:24][C:25]([O:26][C:27]([CH3:28])([CH3:29])[CH3:30])=[O:31])[cH:9][c:10](-[c:33]3[c:34]4[c:35]([n:36][cH:37][cH:38]3)[n:39]([C:46]([c:47]3[cH:48][cH:49][cH:50][cH:51][cH:52]3)([c:53]3[cH:54][cH:55][cH:56][cH:57][cH:58]3)[c:59]3[cH:60][cH:61][cH:62][cH:63][cH:64]3)[n:40][c:41]4[C:42]([F:43])([F:44])[F:45])[cH:11]2)[CH2:4][CH2:5]1. The product is CC(C)(C)OC(=O)NCCCc1cc(-c2ccnc3c2c(C(F)(F)F)nn3C(c2ccccc2)(c2ccccc2)c2ccccc2)cc(C2(C#N)CC2)c1. Starting materials: CC(C)(C)OC(=O)NCCCc1cc(B2OC(C)(C)C(C)(C)O2)cc(C2(C#N)CC2)c1, CCOC(C)=O, FC(F)(F)c1nn(C(c2ccccc2)(c2ccccc2)c2ccccc2)c2nccc(I)c12, [Na+], [Na+], O=C([O-])[O-], C1COCCO1, O.